describe an organic reaction: reactants, conditions, products, and yield From a dataset of the Open Reaction Database (ORD), a public repository of structured organic reaction records. Reactants: NC1=C(C=C(C(CNC(C)(C)C)O)C=C1Cl)Cl (4-amino-α-[(tert-butylamino)methyl]-3,5-dichlorobenzyl alcohol), C(C)(=O)OC(C)=O (acetic anhydride). The solvent is N1=CC=CC=C1 (pyridine). Conditions: temperature 70 celsius, time 3 hour. The product is C(C)(=O)O.NC1=C(C=C(C(CN(C(C)=O)C(C)(C)C)O)C=C1Cl)Cl (N-(4-amino-3,5-dichloro-β-hydroxyphenethyl)-N-tert-butylacetamide acetate). RXN SMILES: [NH2:1][C:2]1[C:15]([Cl:16])=[CH:14][C:5]([CH:6]([OH:13])[CH2:7][NH:8][C:9]([CH3:12])([CH3:11])[CH3:10])=[CH:4][C:3]=1[Cl:17].[C:18]([O:21][C:22](=[O:24])[CH3:23])(=[O:20])[CH3:19]>N1C=CC=CC=1>[C:18]([OH:21])(=[O:20])[CH3:19].[NH2:1][C:2]1[C:3]([Cl:17])=[CH:4][C:5]([CH:6]([OH:13])[CH2:7][N:8]([C:9]([CH3:12])([CH3:10])[CH3:11])[C:22](=[O:24])[CH3:23])=[CH:14][C:15]=1[Cl:16] |f:3.4|. Reported procedure: A mixture containing 2.5 g of 4-amino-α-[(tert-butylamino)methyl]-3,5-dichlorobenzyl alcohol, 25 ml of pyridine and 10 ml of acetic anhydride is stirred for three hours and evaporated to dryness in vacuo with heating up to 70° C. The residue is treated with ice, 100 ml of CH2Cl2 and 50 ml of 10% NaOH solution. The CH2Cl2 phase is separated, and the aqueous portion is further extracted with CH2CL2 (2×50 ml). The combined CH2CL2 solutions are dried (Na2SO4) and evaporated to dryness to afford a so... The reactants are C[C@H]1[C@H]2[C@@H](CN(C1)C1=C(C=NC=C1)[N+](=O)[O-])N(C(O2)=O)C(=O)OC(C)(C)C ((3aR,7R,7aS)-tert-butyl 7-methyl-5-(3-nitropyridin-4-yl)-2-oxohexahydrooxazolo[4,5-c]pyridine-3(2H)-carboxylate). The reagents and catalysts are [Pd] (palladium on carbon). Solvent: CO (methanol). Conditions: time 14 hour. Yields the product NC=1C=NC=CC1N1C[C@@H]2[C@H]([C@@H](C1)C)OC(N2C(=O)OC(C)(C)C)=O ((3aR,7R,7aS)-tert-butyl 5-(3-aminopyridin-4-yl)-7-methyl-2-oxohexahydrooxazolo[4,5-c]pyridine-3 (2H)-carboxylate). As a reaction SMILES: [CH3:1][C@@H:2]1[CH2:7][N:6]([C:8]2[CH:13]=[CH:12][N:11]=[CH:10][C:9]=2[N+:14]([O-])=O)[CH2:5][C@H:4]2[N:17]([C:21]([O:23][C:24]([CH3:27])([CH3:26])[CH3:25])=[O:22])[C:18](=[O:20])[O:19][C@@H:3]12>CO.[Pd]>[NH2:14][C:9]1[CH:10]=[N:11][CH:12]=[CH:13][C:8]=1[N:6]1[CH2:7][C@@H:2]([CH3:1])[C@@H:3]2[O:19][C:18](=[O:20])[N:17]([C:21]([O:23][C:24]([CH3:27])([CH3:26])[CH3:25])=[O:22])[C@@H:4]2[CH2:5]1. Procedure: To a solution of (3aR,7R,7aS)-tert-butyl 7-methyl-5-(3-nitropyridin-4-yl)-2-oxohexahydrooxazolo[4,5-c]pyridine-3(2H)-carboxylate (1.0 equiv.) in methanol, at a concentration of 0.1 M, was added 10% palladium on carbon (0.1 eq.). The resultant heterogeneous solution was put under an atmosphere of hydrogen and was stirred for 14 hours. At this time the mixture was filtered through a pad of celite eluting with methanol. The volatiles were removed in vacuo yielding (3aR,7R,7aS)-tert-butyl 5-(3-amino... Reactants: C(C)(C)(C)OC(C=CC1=CC(=C(C=C1)OC(F)(F)F)C=1C(=CC2=C(N(C(OC2(C)C)=O)CC)C1)C)=O (3-[3-(1-Ethyl-4,4,6-trimethyl-2-oxo-1,4-dihydro-2H-benzo[d][1,3]oxazin-7-yl)-4-trifluoromethoxy-phenyl]-acrylic acid tert-butyl ester). The solvent is ClCCl (dichloromethane), FC(C(=O)O)(F)F (TFA). Product: C(C)N1C(OC(C2=C1C=C(C(=C2)C)C=2C=C(C=CC2OC(F)(F)F)C=CC(=O)O)(C)C)=O (3-[3-(1-ethyl-4,4,6-trimethyl-2-oxo-1,4-dihydro-2H-benzo[d][1,3]oxazin-7-yl)-4-trifluoromethoxy-phenyl]-acrylic acid). RXN SMILES: C([O:5][C:6](=[O:36])[CH:7]=[CH:8][C:9]1[CH:14]=[CH:13][C:12]([O:15][C:16]([F:19])([F:18])[F:17])=[C:11]([C:20]2[C:21]([CH3:35])=[CH:22][C:23]3[C:28]([CH3:30])([CH3:29])[O:27][C:26](=[O:31])[N:25]([CH2:32][CH3:33])[C:24]=3[CH:34]=2)[CH:10]=1)(C)(C)C>ClCCl.FC(F)(F)C(O)=O>[CH2:32]([N:25]1[C:24]2[CH:34]=[C:20]([C:11]3[CH:10]=[C:9]([CH:8]=[CH:7][C:6]([OH:36])=[O:5])[CH:14]=[CH:13][C:12]=3[O:15][C:16]([F:19])([F:17])[F:18])[C:21]([CH3:35])=[CH:22][C:23]=2[C:28]([CH3:30])([CH3:29])[O:27][C:26]1=[O:31])[CH3:33]. Procedure: A solution of 0.068 g (0.15 mmol) of Compound 14F in 3 mL of dichloromethane and 2.5 mL of trifluoroacetic acid was stirred at room temperature overnight. The reaction mixture was then concentrated on the rotary evaporator to obtain 3-[3-(1-ethyl-4,4,6-trimethyl-2-oxo-1,4-dihydro-2H-benzo[d][1,3]oxazin-7-yl)-4-trifluoromethoxy-phenyl]-acrylic acid as a white solid (Compound 14, 0.06 g). MS (electrospray): mass calculated for C257H30F3NO5, 505.13; m/z found 506, [M+H]+. Starting materials: CCCCOC(=O)N1CCN(C(=O)C(CCCCOCc2ccccc2)NC(=O)OCC2c3ccccc3-c3ccccc32)CC1, C1COCCN1, CN(C)C=O. Yields the product CCCCOC(=O)N1CCN(C(=O)C(N)CCCCOCc2ccccc2)CC1. Reaction SMILES: [CH2:1]([CH2:2][CH2:3][CH3:4])[O:5][C:6](=[O:7])[N:8]1[CH2:9][CH2:10][N:11]([C:14]([CH:15]([CH2:16][CH2:17][CH2:18][CH2:19][O:20][CH2:21][c:22]2[cH:23][cH:24][cH:25][cH:26][cH:27]2)[NH:28][C:29]([O:30][CH2:31][CH:32]2[c:33]3[cH:34][cH:35][cH:36][cH:37][c:38]3-[c:39]3[c:40]2[cH:41][cH:42][cH:43][cH:44]3)=[O:45])=[O:46])[CH2:12][CH2:13]1.[CH2:47]1[NH:48][CH2:49][CH2:50][O:51][CH2:52]1.[O:53]=[CH:54][N:55]([CH3:56])[CH3:57]>>[CH2:1]([CH2:2][CH2:3][CH3:4])[O:5][C:6](=[O:7])[N:8]1[CH2:9][CH2:10][N:11]([C:14]([CH:15]([CH2:16][CH2:17][CH2:18][CH2:19][O:20][CH2:21][c:22]2[cH:23][cH:24][cH:25][cH:26][cH:27]2)[NH2:28])=[O:46])[CH2:12][CH2:13]1. The reactants are BrC=1C=C(C(=O)OC)C=C(C1)CN(C)C (methyl 3-bromo-5-[(dimethylamino)methyl]benzoate), O.[OH-].[Li+] (lithium hydroxide monohydrate). The solvent is O1CCCC1 (tetrahydrofuran), O (water). Conditions: time 3 hour. The product is BrC=1C=C(C(=O)O)C=C(C1)CN(C)C (3-bromo-5-[(dimethylamino)methyl]benzoic acid). RXN SMILES: [Br:1][C:2]1[CH:3]=[C:4]([CH:9]=[C:10]([CH2:12][N:13]([CH3:15])[CH3:14])[CH:11]=1)[C:5]([O:7]C)=[O:6].O.[OH-].[Li+]>O1CCCC1.O>[Br:1][C:2]1[CH:3]=[C:4]([CH:9]=[C:10]([CH2:12][N:13]([CH3:15])[CH3:14])[CH:11]=1)[C:5]([OH:7])=[O:6] |f:1.2.3|. Procedure: Methyl 3-bromo-5-[(dimethylamino)methyl]benzoate (0.30 g, 1.1 mmol, from Step A) was dissolved in tetrahydrofuran (20 mL) and lithium hydroxide monohydrate (0.555 g, 13.2 mmol) in water (6 mL) was added. After stirring for 3 hours, the mixture was rotovapped to remove THF and reduce the volume of water. The mixture was diluted with an equivalent volume of acetonitrile and filtered. The product was purified via preparative HPLC-MS (C18 eluting with a gradient of MeCN/H2O containing 0.15% NH4OH). ... Procedure: The reaction of (a) with cis-2,6-dimethylmorpholine gives the known (S)-fenpropimorph. Reaction SMILES: [C:1]([C:5]1[CH:10]=[CH:9][C:8]([CH2:11][C@H:12]([CH3:15])[CH2:13]Cl)=[CH:7][CH:6]=1)([CH3:4])([CH3:3])[CH3:2].[CH3:16][C@H:17]1[O:22][C@@H:21]([CH3:23])[CH2:20][NH:19][CH2:18]1>>[CH3:23][C@H:21]1[O:22][C@@H:17]([CH3:16])[CH2:18][N:19]([CH2:13][C@H:12]([CH2:11][C:8]2[CH:9]=[CH:10][C:5]([C:1]([CH3:4])([CH3:3])[CH3:2])=[CH:6][CH:7]=2)[CH3:15])[CH2:20]1. Reactants: C(C)(C)(C)C1=CC=C(C=C1)C[C@@H](CCl)C ((S)-1-tert-Butyl-4-[3-chloro-2-methylpropyl]benzene), C[C@@H]1CNC[C@@H](O1)C (cis-2,6-dimethylmorpholine). Product: C[C@@H]1CN(C[C@@H](O1)C)C[C@@H](C)CC2=CC=C(C=C2)C(C)(C)C ((S)-fenpropimorph). The reactants are O=C([O-])O, CC#N, CCCc1c(Cc2ccc(-c3ccccc3C#N)cc2F)c(=O)n(C2CCC(OC(C)CO)CC2)c2ncnn12, [Na+], [Na+], [Na+], O=S([O-])([O-])=S. Product: CCCc1c(Cc2ccc(-c3ccccc3C#N)cc2F)c(=O)n(C2CCC(OC(C)C3CO3)CC2)c2ncnn12. Reaction SMILES: [C:41](=[O:42])([O-:43])[OH:44].[CH3:53][C:54]#[N:55].[F:1][c:2]1[cH:3][c:4](-[c:33]2[c:34]([C:39]#[N:40])[cH:35][cH:36][cH:37][cH:38]2)[cH:5][cH:6][c:7]1[CH2:8][c:9]1[c:10](=[O:32])[n:11]([CH:21]2[CH2:22][CH2:23][CH:24]([O:27][CH:28]([CH2:29][OH:30])[CH3:31])[CH2:25][CH2:26]2)[c:12]2[n:13]([c:14]1[CH2:15][CH2:16][CH3:17])[n:18][cH:19][n:20]2.[Na+:45].[Na+:51].[Na+:52].[S:46]([O-:47])([O-:48])(=[O:49])=[S:50]>>[F:1][c:2]1[cH:3][c:4](-[c:33]2[c:34]([C:39]#[N:40])[cH:35][cH:36][cH:37][cH:38]2)[cH:5][cH:6][c:7]1[CH2:8][c:9]1[c:10](=[O:32])[n:11]([CH:21]2[CH2:22][CH2:23][CH:24]([O:27][CH:28]([CH:29]3[O:30][CH2:41]3)[CH3:31])[CH2:25][CH2:26]2)[c:12]2[n:13]([c:14]1[CH2:15][CH2:16][CH3:17])[n:18][cH:19][n:20]2. Reactants: CCS(=O)(=O)c1cccc(-c2cc(C(=O)O)cc3[nH]c4ncc(C)cc4c23)c1, ClCCCl, CN1CCNCC1, ClCCl, On1nnc2ccccc21. Yields the product CCS(=O)(=O)c1cccc(-c2cc(C(=O)N3CCN(C)CC3)cc3[nH]c4ncc(C)cc4c23)c1. As a reaction SMILES: [CH2:1]([CH3:2])[S:3](=[O:4])(=[O:5])[c:6]1[cH:7][c:8](-[c:12]2[c:13]3[c:14]4[c:15]([nH:16][c:17]3[cH:18][c:19]([C:21](=[O:22])[OH:23])[cH:20]2)[n:24][cH:25][c:26]([CH3:28])[cH:27]4)[cH:9][cH:10][cH:11]1.[CH2:39]([Cl:40])[CH2:41][Cl:42].[CH3:43][N:44]1[CH2:45][CH2:46][NH:47][CH2:48][CH2:49]1.[Cl:50][CH2:51][Cl:52].[OH:29][n:30]1[c:31]2[c:32]([cH:33][cH:34][cH:35][cH:36]2)[n:37][n:38]1>>[CH2:1]([CH3:2])[S:3](=[O:4])(=[O:5])[c:6]1[cH:7][c:8](-[c:12]2[c:13]3[c:14]4[c:15]([nH:16][c:17]3[cH:18][c:19]([C:21](=[O:22])[N:47]3[CH2:46][CH2:45][N:44]([CH3:43])[CH2:49][CH2:48]3)[cH:20]2)[n:24][cH:25][c:26]([CH3:28])[cH:27]4)[cH:9][cH:10][cH:11]1.